From a dataset of the Open Reaction Database (ORD), a public repository of structured organic reaction records. describe an organic reaction: reactants, conditions, products, and yield Reaction SMILES: [CH2:11]([CH:12]=[CH2:13])[Br:14].[CH2:22]1[O:23][CH2:24][CH2:25][CH2:26]1.[CH3:15][CH2:16][O:17][C:18](=[O:19])[CH3:20].[CH3:1][c:2]1[n:3][o:4][c:5]2[c:6]1[cH:7][cH:8][cH:9][cH:10]2.[OH2:21]>>[CH2:1]([c:2]1[n:3][o:4][c:5]2[c:6]1[cH:7][cH:8][cH:9][cH:10]2)[CH2:13][CH:12]=[CH2:11]. Yields the product C=CCCc1noc2ccccc12. The reactants are C=CCBr, C1CCOC1, CCOC(C)=O, Cc1noc2ccccc12, O. Reactants: ( 10 ), Boc-(13C-Leu)-OH.H2O, C([O-])([O-])=O.[Cs+].[Cs+] (cesium carbonate), C(C1=CC=CC=C1)Br (benzyl bromide), O.C1(=CC=C(C=C1)S(=O)(=O)O)C (p-toluenesulfonic acid monohydrate), C(=O)(C(F)(F)F)O (TFA), C(=O)(C(F)(F)F)O (TFA). The solvent is C(C)O (ethanol), O (water), CN(C=O)C (dimethylformamide), O (water). Yields the product S(=O)(=O)(C1=CC=C(C)C=C1)O (TosOH). RXN SMILES: C(=O)([O-])[O-].[Cs+].[Cs+].C(Br)C1C=CC=CC=1.C(O)(C(F)(F)F)=O.O.[C:23]1([CH3:33])[CH:28]=[CH:27][C:26]([S:29]([OH:32])(=[O:31])=[O:30])=[CH:25][CH:24]=1>C(O)C.O.CN(C)C=O>[S:29]([OH:32])([C:26]1[CH:27]=[CH:28][C:23]([CH3:33])=[CH:24][CH:25]=1)(=[O:31])=[O:30] |f:0.1.2,5.6|. Reported procedure: After 9.96 g of 1-13C-L-leucine (Masstrace) was dissolved in 75 ml of 1N NaOH, a solution of di-t-butyl dicarbonate (Boc2O) (18.0 g) in acetone (50 ml) was added. Then, 5.21 ml of triethylamine was added dropwise thereto and stirred at room temperature. After one hour, a solution of Boc2O (9.8 g) in acetone (40 ml) was added and stirred overnight at room temperature. After acetone was distilled out under reduced pressure, 500 ml of ethyl acetate was added, precipitated with 6N HCl, washed with w... Starting materials: Cc1c[nH]cn1, CCOC(C)=O, O=[N+]([O-])c1ccc(Cl)c(Cl)c1. The product is Cc1cn(-c2ccc([N+](=O)[O-])cc2Cl)cn1. As a reaction SMILES: [CH3:12][c:13]1[n:14][cH:15][nH:16][cH:17]1.[CH3:18][CH2:19][O:20][C:21](=[O:22])[CH3:23].[Cl:1][c:2]1[cH:3][c:4]([N+:9](=[O:10])[O-:11])[cH:5][cH:6][c:7]1[Cl:8]>>[Cl:1][c:2]1[cH:3][c:4]([N+:9](=[O:10])[O-:11])[cH:5][cH:6][c:7]1-[n:16]1[cH:15][n:14][c:13]([CH3:12])[cH:17]1. Reactants: C(C)(=O)O (acetic acid), CC1N(C2C(CC1C(C2)C(C)C)C(=O)OCC)CC2=CC=CC=C2 (ethyl 3-methyl-8-isopropyl-2-(phenylmethyl)-2-azabicyclo[2.2.2]octane-6-carboxylate), C(C)O (ethanol), [OH-].[Na+] (NaOH). The solvent is O (water). The product is CC1N(C2C(CC1C(C2)C(C)C)C(=O)O)CC2=CC=CC=C2 (3-methyl-8-isopropyl-2-(phenylmethyl)-2-azabicyclo[2.2.2]octane-6-carboxylic acid). Isolated yield 100.5%. RXN SMILES: [CH3:1][CH:2]1[CH:7]2[CH:8]([CH:10]([CH3:12])[CH3:11])[CH2:9][CH:4]([CH:5]([C:13]([O:15]CC)=[O:14])[CH2:6]2)[N:3]1[CH2:18][C:19]1[CH:24]=[CH:23][CH:22]=[CH:21][CH:20]=1.C(O)C.[OH-].[Na+].C(O)(=O)C>O>[CH3:1][CH:2]1[CH:7]2[CH:8]([CH:10]([CH3:11])[CH3:12])[CH2:9][CH:4]([CH:5]([C:13]([OH:15])=[O:14])[CH2:6]2)[N:3]1[CH2:18][C:19]1[CH:20]=[CH:21][CH:22]=[CH:23][CH:24]=1 |f:2.3|. Procedure: A mixture of ethyl 3-methyl-8-isopropyl-2-(phenylmethyl)-2-azabicyclo[2.2.2]octane-6-carboxylate (32.9 g, 100 mmol), ethanol (150 mL), water (150 mL) and NaOH (4.8 g, 120 mmol) were refluxed for 18 hours. The solvent was removed in vacuo and the residue was diluted with water and washed with ether (1×50 mL). The aqueous layer was acidified with acetic acid (6.9 mL, 120 mmol) and extracted with CH2Cl2 (3×50 mL). The organic layers were combined, washed with brine, dried over MgSO4 and concentrate... The reactants are O=C(OC1CCCCC1)c1csc(C2CC[NH2+]CC2)n1, [Cl-], CC(C)(C)OC(=O)N1CCC(c2nc(C(=O)Oc3cccc4ccccc34)cs2)CC1. Yields the product [Cl-], O=C(Oc1cccc2ccccc12)c1csc(C2CC[NH2+]CC2)n1. As a reaction SMILES: [CH:33]1([O:34][C:35]([c:36]2[n:37][c:38]([CH:39]3[CH2:40][CH2:41][NH2+:42][CH2:43][CH2:44]3)[s:45][cH:46]2)=[O:47])[CH2:48][CH2:49][CH2:50][CH2:51][CH2:52]1.[Cl-:32].[c:1]1([O:11][C:12](=[O:13])[c:14]2[n:15][c:16]([CH:19]3[CH2:20][CH2:21][N:22]([C:25]([O:26][C:27]([CH3:28])([CH3:29])[CH3:30])=[O:31])[CH2:23][CH2:24]3)[s:17][cH:18]2)[cH:2][cH:3][cH:4][c:5]2[cH:6][cH:7][cH:8][cH:9][c:10]12>>[Cl-:32].[c:1]1([O:11][C:12](=[O:13])[c:14]2[n:15][c:16]([CH:19]3[CH2:20][CH2:21][NH2+:22][CH2:23][CH2:24]3)[s:17][cH:18]2)[cH:2][cH:3][cH:4][c:5]2[cH:6][cH:7][cH:8][cH:9][c:10]12. Starting materials: CC(=O)C.[Na].COCCCOC1=C(C(=NC=C1)CS(=O)C1=NC2=C(N1)C=CC=C2)C (2-{[4-(3-methoxypropoxy)-3-methylpyridin-2-yl]methylsulfinyl}-1H-benzimidazole Sodium Salt Acetone). Run in O (water). Run at time 48 hour. Yields the product [Na].COCCCOC1=C(C(=NC=C1)CS(=O)C1=NC2=C(N1)C=CC=C2)C (2-{[4-(3-methoxypropoxy)-3-methylpyridin-2-yl]methylsulfinyl}-1H-benzimidazole Sodium Salt). Isolated yield 101.4%. RXN SMILES: CC(C)=O.[Na:5].[CH3:6][O:7][CH2:8][CH2:9][CH2:10][O:11][C:12]1[CH:17]=[CH:16][N:15]=[C:14]([CH2:18][S:19]([C:21]2[NH:25][C:24]3[CH:26]=[CH:27][CH:28]=[CH:29][C:23]=3[N:22]=2)=[O:20])[C:13]=1[CH3:30]>O>[Na:5].[CH3:6][O:7][CH2:8][CH2:9][CH2:10][O:11][C:12]1[CH:17]=[CH:16][N:15]=[C:14]([CH2:18][S:19]([C:21]2[NH:22][C:23]3[CH:29]=[CH:28][CH:27]=[CH:26][C:24]=3[N:25]=2)=[O:20])[C:13]=1[CH3:30] |f:0.1.2,4.5,^1:4,31|. Reported procedure: After the acetone complex (10.0 g) obtained in Example 7 was dissolved in distilled water (20 ml), it was frozen in a dry ice/methanol bath. It was then lyophilized for 48 hours to give the amorphous title compound (8.8 g) (yield: quantitative).